This data is from the Open Reaction Database (ORD), a public repository of structured organic reaction records. The task is: describe an organic reaction: reactants, conditions, products, and yield Reactants: C(C)OP(=O)(OCC)CC(=O)OCC (ethyl diethylphosphonoacetate), CC1=NN2C(C=CC=C2C=O)=N1 (2-methyl[1,2,4]triazolo[1,5-a]pyridine-5-carbaldehyde), O (Water), [H-].[Na+] (sodium hydride). Yield: 91.6%. Reaction conditions: time 20 minute. Reaction SMILES: [H-].[Na+].C(OP([CH2:11][C:12]([O:14][CH2:15][CH3:16])=[O:13])(OCC)=O)C.[CH3:17][C:18]1[N:28]=[C:21]2[CH:22]=[CH:23][CH:24]=[C:25]([CH:26]=O)[N:20]2[N:19]=1.O>O1CCCC1>[CH3:17][C:18]1[N:28]=[C:21]2[CH:22]=[CH:23][CH:24]=[C:25](/[CH:26]=[CH:11]/[C:12]([O:14][CH2:15][CH3:16])=[O:13])[N:20]2[N:19]=1 |f:0.1|. Product: CC1=NN2C(C=CC=C2/C=C/C(=O)OCC)=N1 (ethyl (2E)-3-(2-methyl[1,2,4]triazolo[1,5-a]pyridin-5-yl)acrylate). Reported procedure: To a suspension of sodium hydride (0.570 g, 13.0 mmol) in tetrahydrofuran (50 mL) was added a solution of ethyl diethylphosphonoacetate (2.36 mL, 11.8 mmol) in tetrahydrofuran (10 mL) at 0° C., and the mixture was stirred for 20 min. To the reaction mixture was added a solution of 2-methyl[1,2,4]triazolo[1,5-a]pyridine-5-carbaldehyde (1.90 g, 11.8 mmol) in tetrahydrofuran (58 mL), and the mixture was warmed to room temperature over 4 hr. Water was added and the mixture was extracted with ethyl a... Solvent: O1CCCC1 (tetrahydrofuran), O1CCCC1 (tetrahydrofuran), O1CCCC1 (tetrahydrofuran). Reactants: CC1=CN=CC(=N1)C1=CC2=C(C=N1)C=NN2 (6-(6-methylpyrazin-2-yl)-1H-pyrazolo[4,3-c]pyridine), ClC1=CC=C(C(=N1)N1C[C@H](CCC1)NC(OC(C)(C)C)=O)F (tert-butyl N-[(3S)-1-(6-chloro-3-fluoro-2-pyridyl)-3-piperidyl]carbamate), C([O-])([O-])=O.[Cs+].[Cs+] (cesium carbonate), CC1(C2=C(C(=CC=C2)P(C3=CC=CC=C3)C4=CC=CC=C4)OC5=C(C=CC=C51)P(C6=CC=CC=C6)C7=CC=CC=C7)C (Xantphos). The reagents and catalysts are C=1C=CC(=CC1)/C=C/C(=O)/C=C/C2=CC=CC=C2.C=1C=CC(=CC1)/C=C/C(=O)/C=C/C2=CC=CC=C2.C=1C=CC(=CC1)/C=C/C(=O)/C=C/C2=CC=CC=C2.[Pd].[Pd] (tris(dibenzylideneacetone)dipalladium(0)). The solvent is O1CCOCC1 (1,4-Dioxane). Run at temperature 110 celsius, time 8 hour. Product: FC=1C(=NC(=CC1)N1N=CC=2C=NC(=CC21)C2=NC(=CN=C2)C)N2C[C@H](CCC2)NC(OC(C)(C)C)=O (tert-butyl N-[(3S)-1-[3-fluoro-6-[6-(6-methylpyrazin-2-yl)pyrazolo[4,3-c]pyridin-1-yl]-2-pyridyl]-3-piperidyl]carbamate). Yield: 26.9%. Reaction SMILES: [CH3:1][C:2]1[N:7]=[C:6]([C:8]2[N:13]=[CH:12][C:11]3[CH:14]=[N:15][NH:16][C:10]=3[CH:9]=2)[CH:5]=[N:4][CH:3]=1.Cl[C:18]1[N:23]=[C:22]([N:24]2[CH2:29][CH2:28][CH2:27][C@H:26]([NH:30][C:31](=[O:37])[O:32][C:33]([CH3:36])([CH3:35])[CH3:34])[CH2:25]2)[C:21]([F:38])=[CH:20][CH:19]=1.C(=O)([O-])[O-].[Cs+].[Cs+].CC1(C)C2C(=C(P(C3C=CC=CC=3)C3C=CC=CC=3)C=CC=2)OC2C(P(C3C=CC=CC=3)C3C=CC=CC=3)=CC=CC1=2>O1CCOCC1.C1C=CC(/C=C/C(/C=C/C2C=CC=CC=2)=O)=CC=1.C1C=CC(/C=C/C(/C=C/C2C=CC=CC=2)=O)=CC=1.C1C=CC(/C=C/C(/C=C/C2C=CC=CC=2)=O)=CC=1.[Pd].[Pd]>[F:38][C:21]1[C:22]([N:24]2[CH2:29][CH2:28][CH2:27][C@H:26]([NH:30][C:31](=[O:37])[O:32][C:33]([CH3:35])([CH3:34])[CH3:36])[CH2:25]2)=[N:23][C:18]([N:16]2[C:10]3[CH:9]=[C:8]([C:6]4[CH:5]=[N:4][CH:3]=[C:2]([CH3:1])[N:7]=4)[N:13]=[CH:12][C:11]=3[CH:14]=[N:15]2)=[CH:19][CH:20]=1 |f:2.3.4,7.8.9.10.11|. Procedure details: A mixture of 6-(6-methylpyrazin-2-yl)-1H-pyrazolo[4,3-c]pyridine (0.83325 mmol; 176 mg), tert-butyl N-[(3S)-1-(6-chloro-3-fluoro-2-pyridyl)-3-piperidyl]carbamate (0.8378 mmol; 276.3 mg), cesium carbonate (1.6665 mmol; 543.00 mg), Xantphos (0.14165 mmol; 84.500 mg), and tris(dibenzylideneacetone)dipalladium(0) (0.083325 mmol; 77.074 mg) in 1,4-Dioxane (10 mL) was purged with Argon, then sealed and stirred at 110° C. overnight. The mixture was cooled to room temperature and filtered through Celite... Procedure details: Prepared analogously to Example 26 from 1-methyl-2-[2-(2-amidinothiophen-5-yl)ethyl]-benzimidazol-5-yl-carboxylic acid-N-(2-pyridyl)-N-(2-ethoxycarbonylethyl)-amide-hydrochloride and sodium hydroxide solution. Reactants: Cl.N1=C(C=CC=C1)N(C(=O)C1=CC2=C(N(C(=N2)CCC2=CC=C(S2)C(N)=N)C)C=C1)CCC(=O)OCC (1-methyl-2-[2-(2-amidinothiophen-5-yl)ethyl]-benzimidazol-5-yl-carboxylic acid-N-(2-pyridyl)-N-(2-ethoxycarbonylethyl)-amide-hydrochloride), [OH-].[Na+] (sodium hydroxide). RXN SMILES: Cl.[N:2]1[CH:7]=[CH:6][CH:5]=[CH:4][C:3]=1[N:8]([CH2:31][CH2:32][C:33]([O:35]CC)=[O:34])[C:9]([C:11]1[CH:30]=[CH:29][C:14]2[N:15]([CH3:28])[C:16]([CH2:18][CH2:19][C:20]3[S:24][C:23]([C:25](=[NH:27])[NH2:26])=[CH:22][CH:21]=3)=[N:17][C:13]=2[CH:12]=1)=[O:10].[OH-].[Na+]>>[N:2]1[CH:7]=[CH:6][CH:5]=[CH:4][C:3]=1[N:8]([CH2:31][CH2:32][C:33]([OH:35])=[O:34])[C:9]([C:11]1[CH:30]=[CH:29][C:14]2[N:15]([CH3:28])[C:16]([CH2:18][CH2:19][C:20]3[S:24][C:23]([C:25](=[NH:26])[NH2:27])=[CH:22][CH:21]=3)=[N:17][C:13]=2[CH:12]=1)=[O:10] |f:0.1,2.3|. Product: N1=C(C=CC=C1)N(C(=O)C1=CC2=C(N(C(=N2)CCC2=CC=C(S2)C(N)=N)C)C=C1)CCC(=O)O (1-Methyl-2-[2-(2-amidinothiophen-5-yl)ethyl]-benzimidazol-5-yl-carboxylic Acid-N-(2-pyridyl)-N-(2-hydroxycarbonylethyl)-amide). RXN SMILES: [CH3:1][C:2]([C:6]1[O:10][N:9]=[C:8]([NH:11][C:12]([NH:14][C:15]2[CH:20]=[CH:19][C:18]([C:21]3[N:22]=[C:23]4[N:27]([CH:28]=3)[C:26]3[CH:29]=[CH:30][C:31]([O:33][CH2:34][CH2:35][N:36]5[CH2:41][CH2:40][O:39][CH2:38][CH2:37]5)=[CH:32][C:25]=3[S:24]4)=[CH:17][CH:16]=2)=[O:13])[CH:7]=1)([CH3:5])[CH:3]=[O:4].C([OH:46])(C)(C)C.CC(=CC)C.Cl([O-])=O.[Na+]>O>[CH3:5][C:2]([C:6]1[O:10][N:9]=[C:8]([NH:11][C:12]([NH:14][C:15]2[CH:16]=[CH:17][C:18]([C:21]3[N:22]=[C:23]4[N:27]([CH:28]=3)[C:26]3[CH:29]=[CH:30][C:31]([O:33][CH2:34][CH2:35][N:36]5[CH2:37][CH2:38][O:39][CH2:40][CH2:41]5)=[CH:32][C:25]=3[S:24]4)=[CH:19][CH:20]=2)=[O:13])[CH:7]=1)([CH3:1])[C:3]([OH:46])=[O:4] |f:3.4|. The product is CC(C(=O)O)(C)C1=CC(=NO1)NC(=O)NC1=CC=C(C=C1)C=1N=C2SC3=C(N2C1)C=CC(=C3)OCCN3CCOCC3 (2-methyl-2-[3-(3-{4-[7-(2-morpholin-4-yl-ethoxy)-benzo[d]imidazo[2,1-b]thiazol-2-yl]-phenyl}-ureido)-isoxazol-5-yl]-propionic acid). The solvent is O (water). The reactants are CC(C=O)(C)C1=CC(=NO1)NC(=O)NC1=CC=C(C=C1)C=1N=C2SC3=C(N2C1)C=CC(=C3)OCCN3CCOCC3 (1-[5-(1,1-dimethyl-2-oxo-ethyl)-isoxazol-3-yl]-3-{4-[7-(2-morpholin-4-yl-ethoxy)-benzo[d]imidazo[2,1-b]thiazol-2-yl]-phenyl}-urea), C(C)(C)(C)O (tert-butanol), dihydrogen sodium phosphate, CC(C)=CC (2-methyl-2-butene), Cl(=O)[O-].[Na+] (sodium chlorite). Procedure details: 2-Methyl-2-[3-(3-{4-[7-(2-morpholin-4-yl-ethoxy)-benzo[d]imidazo[2,1-b]thiazol-2-yl]-phenyl}-ureido)-isoxazol-5-yl]-propionic acid (I-5) is prepared by following a general procedure given in J. Org. Chem. 2002, 67, 411. To a stirred solution of 1-[5-(1,1-dimethyl-2-oxo-ethyl)-isoxazol-3-yl]-3-{4-[7-(2-morpholin-4-yl-ethoxy)-benzo[d]imidazo[2,1-b]thiazol-2-yl]-phenyl}-urea (I-4a) (1 equivalent) in a 5:1 mixture of tert-butanol and water at rt are added sequentially dihydrogen sodium phosphate (3 ...